From a dataset of the Open Reaction Database (ORD), a public repository of structured organic reaction records. describe an organic reaction: reactants, conditions, products, and yield Reactants: CCOC(=O)C(=O)c1ccc(OCCCCC(=O)c2cc(C(C)(C)C)c(O)c(C(C)(C)C)c2)cc1, CO, [Na+], [OH-]. Yields the product CC(C)(C)c1cc(C(=O)CCCCOc2ccc(C(=O)C(=O)O)cc2)cc(C(C)(C)C)c1O. As a reaction SMILES: [CH2:1]([CH3:2])[O:3][C:4]([C:5]([c:6]1[cH:7][cH:8][c:9]([O:12][CH2:13][CH2:14][CH2:15][CH2:16][C:17](=[O:18])[c:19]2[cH:20][c:21]([C:30]([CH3:31])([CH3:32])[CH3:33])[c:22]([OH:29])[c:23]([C:25]([CH3:26])([CH3:27])[CH3:28])[cH:24]2)[cH:10][cH:11]1)=[O:34])=[O:35].[CH3:38][OH:39].[Na+:37].[OH-:36]>>[O:3]=[C:4]([C:5]([c:6]1[cH:7][cH:8][c:9]([O:12][CH2:13][CH2:14][CH2:15][CH2:16][C:17](=[O:18])[c:19]2[cH:20][c:21]([C:30]([CH3:31])([CH3:32])[CH3:33])[c:22]([OH:29])[c:23]([C:25]([CH3:26])([CH3:27])[CH3:28])[cH:24]2)[cH:10][cH:11]1)=[O:34])[OH:35]. The reactants are ClCCOC1=NN(C(=C1)C)C1=CC2=CC=C(C=C2C=C1)OC (3-(2-chloroethoxy)-5-methyl-1-(6-methoxynaphthalen-2-yl)-1H-pyrazol), N1CCOCC1 (morpholine). Run in CN(C=O)C (dimethylformamide). Product: COC=1C=C2C=CC(=CC2=CC1)N1N=C(C=C1C)OCCN1CCOCC1 (4-{2-[1-(6-methoxynaphthalen-2-yl)-5-methyl-1H-pyrazol-3-yloxy]ethyl}morpholine). Yield: 61.0%. RXN SMILES: Cl[CH2:2][CH2:3][O:4][C:5]1[CH:9]=[C:8]([CH3:10])[N:7]([C:11]2[CH:20]=[CH:19][C:18]3[C:13](=[CH:14][CH:15]=[C:16]([O:21][CH3:22])[CH:17]=3)[CH:12]=2)[N:6]=1.[NH:23]1[CH2:28][CH2:27][O:26][CH2:25][CH2:24]1>CN(C)C=O>[CH3:22][O:21][C:16]1[CH:17]=[C:18]2[C:13](=[CH:14][CH:15]=1)[CH:12]=[C:11]([N:7]1[C:8]([CH3:10])=[CH:9][C:5]([O:4][CH2:3][CH2:2][N:23]3[CH2:28][CH2:27][O:26][CH2:25][CH2:24]3)=[N:6]1)[CH:20]=[CH:19]2. Procedure: A solution of 3-(2-chloroethoxy)-5-methyl-1-(6-methoxynaphthalen-2-yl)-1H-pyrazol (0.63 g, 2 mmol) and morpholine (0.96 g, 8 mmol) in dimethylformamide (10 ml) was heated to 95° C., in a nitrogen atmosphere, during 20 hrs. Next, it was cooled, the DMF was evaporated in a rotavapor and water and dichloromethane was added to the residue. The organic phase was washed with water and, subsequently, it was extracted with HCl 2N several times. The collection of acidic waters was basified by the additio...